From a dataset of the Open Reaction Database (ORD), a public repository of structured organic reaction records. describe an organic reaction: reactants, conditions, products, and yield Reactants: COC([C@@H](NC([C@H]1N(CCC1)C([C@@H](NS(=O)(=O)C12CC3CC(CC(C1)C3)C2)CCCCNC(C2=CC=C(C=C2)C(=O)OCC2=CC=CC=C2)=O)=O)=O)C(C)C)OC (Nα -(1-adamantylsulphonyl)-Nε -(4-benzyloxycarbonylbenzoyl)-L-lysyl-L-prolyl-L-valinal dimethyl acetal). Reagents/catalysts: [Pd] (palladium/carbon). Run in CN(C=O)C (dimethylformamide), C([O-])(O)=O.[Na+] (sodium bicarbonate). Product: C12(CC3CC(CC(C1)C3)C2)S(=O)(=O)N[C@@H](CCCCNC(C2=CC=C(C=C2)C(=O)O)=O)C(=O)N2[C@H](C(=O)N[C@@H](C(C)C)C=O)CCC2 (Nα -(1-adamantylsulphonyl)-Nε -(4-carboxybenzoyl)-L-lysyl-L-prolyl-L-valinal). The yield is 32.5%. Reaction SMILES: C[O:2][CH:3](OC)[C@H:4]([CH:53]([CH3:55])[CH3:54])[NH:5][C:6](=[O:52])[C@@H:7]1[CH2:11][CH2:10][CH2:9][N:8]1[C:12](=[O:51])[C@H:13]([CH2:28][CH2:29][CH2:30][CH2:31][NH:32][C:33](=[O:50])[C:34]1[CH:39]=[CH:38][C:37]([C:40]([O:42]CC2C=CC=CC=2)=[O:41])=[CH:36][CH:35]=1)[NH:14][S:15]([C:18]12[CH2:27][CH:22]3[CH2:23][CH:24]([CH2:26][CH:20]([CH2:21]3)[CH2:19]1)[CH2:25]2)(=[O:17])=[O:16]>CN(C)C=O.C(=O)(O)[O-].[Na+].[Pd]>[C:18]12([S:15]([NH:14][C@H:13]([C:12]([N:8]3[CH2:9][CH2:10][CH2:11][C@H:7]3[C:6]([NH:5][C@H:4]([CH:3]=[O:2])[CH:53]([CH3:55])[CH3:54])=[O:52])=[O:51])[CH2:28][CH2:29][CH2:30][CH2:31][NH:32][C:33](=[O:50])[C:34]3[CH:39]=[CH:38][C:37]([C:40]([OH:42])=[O:41])=[CH:36][CH:35]=3)(=[O:16])=[O:17])[CH2:19][CH:20]3[CH2:21][CH:22]([CH2:23][CH:24]([CH2:26]3)[CH2:25]1)[CH2:27]2 |f:2.3|. Procedure details: 1.3 g (1.6 mmol) of Nα -(1-adamantylsulphonyl)-Nε -(4-benzyloxycarbonylbenzoyl)-L-lysyl-L-prolyl-L-valinal dimethyl acetal in 15 ml of dimethylformamide were hydrogenated in the presence of 5% palladium/carbon for 3 hours. The catalyst was removed by filtration and the filtrate was evaporated to give an oil. This oil was taken up in sodium bicarbonate solution, extracted with ethyl acetate, the aqueous phase was acidified to pH 2-3 with dilute hydrochloric acid and extracted with ethyl acetate. ... The reactants are COC(=O)C(OC)OC, CCOC(C)=O, NCc1cc(Cl)c(F)cc1F. The product is COC(OC)C(=O)NCc1cc(Cl)c(F)cc1F. As a reaction SMILES: [CH3:1][O:2][CH:3]([C:4](=[O:5])[O:6][CH3:7])[O:8][CH3:9].[CH3:21][CH2:22][O:23][C:24]([CH3:25])=[O:26].[Cl:10][c:11]1[c:12]([F:20])[cH:13][c:14]([F:19])[c:15]([CH2:16][NH2:17])[cH:18]1>>[CH3:1][O:2][CH:3]([C:4](=[O:5])[NH:17][CH2:16][c:15]1[c:14]([F:19])[cH:13][c:12]([F:20])[c:11]([Cl:10])[cH:18]1)[O:8][CH3:9].